Dataset: the Open Reaction Database (ORD), a public repository of structured organic reaction records. Task: describe an organic reaction: reactants, conditions, products, and yield The reactants are C[Mg]I (MeMgI), C1(=C(C(=CC(=C1)C)C)N1C(N(C=C1)C1=C(C=C(C=C1C)C)C)=[Cu-2]Cl)C ((1,3-dimesityl-1H-imidazol-2(3H)-ylidene)copper(I)chloride), ClCC=C(C)C(CC1=CC=C(C=C1)Br)CC1=CC=C(C=C1)Br (4,4′-(2-(4-chlorobut-2-en-2-yl)propane-1,3-diyl)bis(bromobenzene)), [Cl-].[NH4+] (ammonium chloride). Solvent: CCOCC (ether), CCOCC (ether). Reaction conditions: time 10 minute. Product: CC(C)(C=C)C(CC1=CC=C(C=C1)Br)CC1=CC=C(C=C1)Br (4,4′-(2-(2-methylbut-3-en-2-yl)propane-1,3-diyl)bis(bromobenzene)). The yield is 485.6%. As a reaction SMILES: C[Mg]I.[C:4]1(C)C=C(C)C=C(C)C=1N1C=CN(C2C(C)=CC(C)=CC=2C)C1=[Cu-2]Cl.Cl[CH2:30][CH:31]=[C:32]([CH:34]([CH2:43][C:44]1[CH:49]=[CH:48][C:47]([Br:50])=[CH:46][CH:45]=1)[CH2:35][C:36]1[CH:41]=[CH:40][C:39]([Br:42])=[CH:38][CH:37]=1)[CH3:33].[Cl-].[NH4+]>CCOCC>[CH3:33][C:32]([CH:34]([CH2:43][C:44]1[CH:49]=[CH:48][C:47]([Br:50])=[CH:46][CH:45]=1)[CH2:35][C:36]1[CH:41]=[CH:40][C:39]([Br:42])=[CH:38][CH:37]=1)([CH:31]=[CH2:30])[CH3:4] |f:3.4|. Reported procedure: MeMgI (3.21 mL, 1.4 M in ether, 4.5 mmol) was added at 0° C. to a mixed liquid containing (1,3-dimesityl-1H-imidazol-2(3H)-ylidene)copper(I)chloride (244 mg, 0.60 mmol) in ether (5 mL), and the resulting mixture was stirred for 10 minutes. A solution containing 4,4′-(2-(4-chlorobut-2-en-2-yl)propane-1,3-diyl)bis(bromobenzene) (1.33 g, 3.0 mmol) in ether (4 mL) was then added, and the resulting mixed liquid was stirred at 0° C. for 12 hours. A saturated aqueous solution of ammonium chloride was a... Starting materials: C1(=CC=CC=C1)C(CC1=CC=CC=C1)=O (1,2-diphenylethanone), OC1=C(C=C(C=O)C=C1)[N+](=O)[O-] (4-hydroxy-3-nitrobenzaldehyde), NC(=O)N (urea), Cl (HCl). Run in CCO (EtOH). Run at temperature 85 celsius, time 3 day. The product is OC1=C(C=C(C=C1)C1NC(NC(=C1C1=CC=CC=C1)C1=CC=CC=C1)=O)[N+](=O)[O-] (4-(4-hydroxy-3-nitrophenyl)-5,6-diphenyl-3,4-dihydropyrimidin-2(1H)-one). RXN SMILES: [C:1]1([C:7](=O)[CH2:8][C:9]2[CH:14]=[CH:13][CH:12]=[CH:11][CH:10]=2)[CH:6]=[CH:5][CH:4]=[CH:3][CH:2]=1.[OH:16][C:17]1[CH:24]=[CH:23][C:20]([CH:21]=O)=[CH:19][C:18]=1[N+:25]([O-:27])=[O:26].[NH2:28][C:29]([NH2:31])=[O:30].Cl>CCO>[OH:16][C:17]1[CH:24]=[CH:23][C:20]([CH:21]2[C:8]([C:9]3[CH:14]=[CH:13][CH:12]=[CH:11][CH:10]=3)=[C:7]([C:1]3[CH:6]=[CH:5][CH:4]=[CH:3][CH:2]=3)[NH:31][C:29](=[O:30])[NH:28]2)=[CH:19][C:18]=1[N+:25]([O-:27])=[O:26]. Procedure: To a solution of 1,2-diphenylethanone (704 mg, 3.59 mmol), 4-hydroxy-3-nitrobenzaldehyde (500 mg, 2.99 mmol) and urea (538 mg, 8.97 mmol) in EtOH (40 mL) was added concentrated HCl (1.6 mL). The mixture was stirred at 85° C. for 3 days. The volatiles were removed under reduced pressure and standard aqueous workup procedure was followed. Purification by silica gel column chromatography (PE:EA=1:1) gave Compound 95 as an off-white power (102 mg, 9%). 1H NMR (DMSO-d6 500 MHz TMS): δ 10.09 (s, 1H), ...